The task is: describe an organic reaction: reactants, conditions, products, and yield. This data is from the Open Reaction Database (ORD), a public repository of structured organic reaction records. Starting materials: ClC1=CC=C(C=C1)C(=O)C1=CC=C(C=C1)O ((4-chlorophenyl)(4-hydroxyphenyl)methanone), C([O-])([O-])=O.[K+].[K+] (potassium carbonate), 1-methylethyl ester, BrC(C(=O)O)(C)C (2-bromo-2-methylpropanoic acid), C(C)(C)O (isopropyl alcohol). The product is CC(C)OC(=O)C(C)(C)OC=1C=CC(=CC1)C(=O)C=2C=CC(=CC2)Cl (fenofibrate). Isolated yield 38.8%. Reaction SMILES: [Cl:1][C:2]1[CH:7]=[CH:6][C:5]([C:8]([C:10]2[CH:15]=[CH:14][C:13]([OH:16])=[CH:12][CH:11]=2)=[O:9])=[CH:4][CH:3]=1.C(=O)([O-])[O-].[K+].[K+].Br[C:24]([CH3:29])([CH3:28])[C:25]([OH:27])=[O:26].[CH:30](O)([CH3:32])[CH3:31]>>[CH3:31][CH:30]([O:27][C:25]([C:24]([O:16][C:13]1[CH:12]=[CH:11][C:10]([C:8]([C:5]2[CH:4]=[CH:3][C:2]([Cl:1])=[CH:7][CH:6]=2)=[O:9])=[CH:15][CH:14]=1)([CH3:29])[CH3:28])=[O:26])[CH3:32] |f:1.2.3|. Reported procedure: 1 liter of isopropyl alcohol, 232.5 g (1 mol) of (4-chlorophenyl)(4-hydroxyphenyl)methanone, 138 g (1 mol) of potassium carbonate and 355 g (1.7 mol) of the 1-methylethyl ester of 2-bromo-2-methylpropanoic acid are introduced into a 4 liter reactor equipped with a stirrer and a condenser. The reaction medium is heated gently, with vigorous stirring, and then kept under reflux for 8 hours. About 400 ml of isopropyl alcohol are then distilled off, after which the medium is cooled, with stirring. T... Yield: 19.8%. Procedure details: The title compound was prepared from (E)-(S)-ethyl 3-(4-[3-(3, 5-dibromophenyl)-allyloxy]-phenyl}-2-ethoxy-propionate (example 119) (512 mg, 1.0 mmol) and sodium hydroxide (1M, 10 ml, 10 mmol) by a procedure analogous to that described in example 51, yielding (E)-(S)-3-{4-[3-(3,5-dibromophenyl)-allyloxy]-phenyl}-2-ethoxy-propionic acid (96 mg, 20%) as a colourless gum. The product is BrC=1C=C(C=C(C1)Br)/C=C/COC1=CC=C(C=C1)C[C@@H](C(=O)O)OCC ((E)-(S)-3-{4-[3-(3,5-dibromophenyl)-allyloxy]-phenyl}-2-ethoxy-propionic acid). Reaction SMILES: [Br:1][C:2]1[CH:3]=[C:4](/[CH:9]=[CH:10]/[CH2:11][O:12][C:13]2[CH:18]=[CH:17][C:16]([CH2:19][C@H:20]([O:26][CH2:27][CH3:28])[C:21]([O:23]CC)=[O:22])=[CH:15][CH:14]=2)[CH:5]=[C:6]([Br:8])[CH:7]=1.[OH-].[Na+]>>[Br:1][C:2]1[CH:3]=[C:4](/[CH:9]=[CH:10]/[CH2:11][O:12][C:13]2[CH:18]=[CH:17][C:16]([CH2:19][C@H:20]([O:26][CH2:27][CH3:28])[C:21]([OH:23])=[O:22])=[CH:15][CH:14]=2)[CH:5]=[C:6]([Br:8])[CH:7]=1 |f:1.2|. Starting materials: BrC=1C=C(C=C(C1)Br)/C=C/COC1=CC=C(C=C1)C[C@@H](C(=O)OCC)OCC ((E)-(S)-Ethyl 3-{4-[3-(3,5-Dibromophenyl)-allyloxy]-phenyl}-2-ethoxy-propionate), [OH-].[Na+] (sodium hydroxide). The yield is 97.0%. Reaction conditions: time 22 hour. Reaction SMILES: [C:1]([C:5]1[CH:17]=[CH:16][CH:15]=[C:14]2[C:6]=1[C:7]1[C:8](=[O:19])[CH2:9][CH:10]([CH3:18])[CH2:11][C:12]=1[NH:13]2)([O:3][CH3:4])=[O:2].[CH2:20](Br)[C:21]1[CH:26]=[CH:25][CH:24]=[CH:23][CH:22]=1.C(=O)([O-])[O-].[K+].[K+]>CN(C=O)C.C(OCC)(=O)C.Cl>[C:21]1([CH2:20][N:13]2[C:12]3[CH2:11][CH:10]([CH3:18])[CH2:9][C:8](=[O:19])[C:7]=3[C:6]3[C:14]2=[CH:15][CH:16]=[CH:17][C:5]=3[C:1]([O:3][CH3:4])=[O:2])[CH:26]=[CH:25][CH:24]=[CH:23][CH:22]=1 |f:2.3.4|. Procedure details: A suspension of 5-carbomethoxy-1,2-dihydro-2-methyl-9H-carbazol-4(3H)-one (2.0 g, 7.77 mM), benzyl bromide (0.94 ml, 7.93 mM), and potassium carbonate (2.15 g, 15.5 mM) in 39 mL DMF was stirred at room temperature for 22 hours. The mixture was diluted with ethyl acetate and 1N HCl. The layers were separated and the aqueous layer extracted with ethyl acetate. The combined ethyl acetate layers were extracted with 1N HCl twice, once with water and once with brine. After drying (NaSO4), evaporation ... Solvent: CN(C)C=O (DMF), C(C)(=O)OCC (ethyl acetate), Cl (HCl). Starting materials: C(=O)(OC)C1=C2C=3C(CC(CC3NC2=CC=C1)C)=O (5-carbomethoxy-1,2-dihydro-2-methyl-9H-carbazol-4(3H)-one), C(C1=CC=CC=C1)Br (benzyl bromide), C([O-])([O-])=O.[K+].[K+] (potassium carbonate). Yields the product C1(=CC=CC=C1)CN1C2=CC=CC(=C2C=2C(CC(CC12)C)=O)C(=O)OC (9-[(phenyl)methyl]-5-carbomethoxy-2-methyl-1,2-dihydrocarbazol-4(3H)-one).